From a dataset of the Open Reaction Database (ORD), a public repository of structured organic reaction records. describe an organic reaction: reactants, conditions, products, and yield Reactants: Cl (hydrochloride), C(=O)(O)CCC1=CC=C(C=C1)CC(C(=O)C1=CC=CC=C1)=O (3-[4-(2-carboxyethyl)phenyl]-1-phenyl-1,2-propanedione), ice, COC(N(C)C)OC (dimethylformamide dimethyl acetal). The solvent is CN(C=O)C (dimethylformamide). Reaction conditions: time 15 minute. Product: C(=O)(O)CCC1=CC=C(C=C1)C(=CN(C)C)C(C(=O)C1=CC=CC=C1)=O (2-[4-(2-carboxyethyl)phenyl]-1-dimethylamino-4-phenyl-1-butene-3,4-dione). Yield: 75.0%. RXN SMILES: [C:1]([CH2:4][CH2:5][C:6]1[CH:11]=[CH:10][C:9]([CH2:12][C:13](=[O:22])[C:14]([C:16]2[CH:21]=[CH:20][CH:19]=[CH:18][CH:17]=2)=[O:15])=[CH:8][CH:7]=1)([OH:3])=[O:2].CO[CH:25](OC)[N:26]([CH3:28])[CH3:27].Cl>CN(C)C=O>[C:1]([CH2:4][CH2:5][C:6]1[CH:11]=[CH:10][C:9]([C:12]([C:13](=[O:22])[C:14]([C:16]2[CH:17]=[CH:18][CH:19]=[CH:20][CH:21]=2)=[O:15])=[CH:25][N:26]([CH3:28])[CH3:27])=[CH:8][CH:7]=1)([OH:3])=[O:2]. Procedure: To a solution of 4.44 g of 3-[4-(2-carboxyethyl)phenyl]-1-phenyl-1,2-propanedione in 25 ml of dry dimethylformamide, cooled in an ice-bath, was added 11 ml of dimethylformamide dimethyl acetal. After stirring at room temperature for 15 min., the reaction mixture was poured onto 300 ml of crushed ice and the reaction mixture was acidified with 25 ml of 1N hydrochloride acid. The mixture was extracted with methylene chloride. The layers were separated and the organic phase was washed with water, d... Reactants: BrC1=C(OCC(=O)N(NC(C2=CC=CC=C2)=O)C(C)C)C=CC(=C1)F (benzoic acid N′-[2-(2-bromo-4-fluoro-phenoxy)-acetyl]-N′-isopropyl-hydrazide), C(=O)([O-])[O-].[Na+].[Na+] (Na2CO3), C(C)(C)C1=C(C=CC=C1)B(O)O (2-isopropylphenylboronic acid), Pd[PPh3]4. The solvent is COCCOC (DME). The product is FC=1C=CC(=C(C1)C1=C(C=CC=C1)C(C)C)OCC(=O)N(NC(C1=CC=CC=C1)=O)C(C)C (benzoic acid N′-[2-(5-fluoro-2′-isopropyl-biphenyl-2-yloxy)-acetyl]-N′-isopropyl-hydrazide). Yield: 54.8%. Reaction SMILES: Br[C:2]1[CH:24]=[C:23]([F:25])[CH:22]=[CH:21][C:3]=1[O:4][CH2:5][C:6]([N:8]([CH:18]([CH3:20])[CH3:19])[NH:9][C:10](=[O:17])[C:11]1[CH:16]=[CH:15][CH:14]=[CH:13][CH:12]=1)=[O:7].C([O-])([O-])=O.[Na+].[Na+].[CH:32]([C:35]1[CH:40]=[CH:39][CH:38]=[CH:37][C:36]=1B(O)O)([CH3:34])[CH3:33]>COCCOC>[F:25][C:23]1[CH:22]=[CH:21][C:3]([O:4][CH2:5][C:6]([N:8]([CH:18]([CH3:20])[CH3:19])[NH:9][C:10](=[O:17])[C:11]2[CH:16]=[CH:15][CH:14]=[CH:13][CH:12]=2)=[O:7])=[C:2]([C:36]2[CH:37]=[CH:38][CH:39]=[CH:40][C:35]=2[CH:32]([CH3:34])[CH3:33])[CH:24]=1 |f:1.2.3|. Reported procedure: A solution of benzoic acid N′-[2-(2-bromo-4-fluoro-phenoxy)-acetyl]-N′-isopropyl-hydrazide (50 mg, 0.122 mmol) in DME (3 ml)/2M Na2CO3 (0.215 ml, 0.427 mmol) was treated with 2-isopropylphenylboronic acid (30 mg, 0.183 mmol) and Pd[PPh3]4 (28 mg, 0.0244 mmol) for 12 hours at 90° C. The reaction mixture was partitioned between water and ethyl acetate. The organic layer was washed with brine, dried over sodium sulfate, filtered, and concentrated. The crude was absorbed on silica and purified on a ...